From a dataset of the Open Reaction Database (ORD), a public repository of structured organic reaction records. describe an organic reaction: reactants, conditions, products, and yield Starting materials: CO[C@@H]1O[C@@H]([C@H]2[C@H]1OC(O2)(C)C)C(=O)NCC(CC)=O ((3aR,4S,6R,6aR)-6-methoxy-2,2-dimethyl-N-(2-oxobutyl)tetrahydrofuro[3,4-d][1,3]dioxole-4-carboxamide), P(=O)(Cl)(Cl)Cl (phosphorous oxychloride). Run in C1(=CC=CC=C1)C (toluene). Conditions: temperature 0 celsius, time 30 minute. The product is CO[C@@H]1O[C@@H]([C@@H]2[C@H]1OC(O2)(C)C)C=2OC(=CN2)CC (2-[(3a R,4S,6R,6aR)-6-methoxy-2,2-dimethyltetrahydrofuro[3,4-d][1,3]dioxol-4-yl]-5-ethyl-1,3-oxazole). Yield: 119.7%. As a reaction SMILES: [CH3:1][O:2][C@H:3]1[C@@H:7]2[O:8][C:9]([CH3:12])([CH3:11])[O:10][C@H:6]2[C@@H:5]([C:13]([NH:15][CH2:16][C:17](=[O:20])[CH2:18][CH3:19])=O)[O:4]1.P(Cl)(Cl)(Cl)=O>C1(C)C=CC=CC=1>[CH3:1][O:2][C@H:3]1[C@@H:7]2[O:8][C:9]([CH3:11])([CH3:12])[O:10][C@@H:6]2[C@@H:5]([C:13]2[O:20][C:17]([CH2:18][CH3:19])=[CH:16][N:15]=2)[O:4]1. Reported procedure: To a solution of (3aR,4S,6R,6aR)-6-methoxy-2,2-dimethyl-N-(2-oxobutyl)tetrahydrofuro[3,4-d][1,3]dioxole-4-carboxamide (740 mg) in dry toluene (10 ml), under nitrogen was added phosphorous oxychloride (1.44 ml) and the mixture was heated under reflux for 3.5 h. The reaction mixture was cooled to 0° C., quenched with saturated aqueous sodium bicarbonate (30 mls), stirred vigorously for 30 min and extracted with ethyl acetate (4×50 ml); the organic layers were combined, washed with brine (30 ml), d...